This data is from the Open Reaction Database (ORD), a public repository of structured organic reaction records. The task is: describe an organic reaction: reactants, conditions, products, and yield The reactants are Cc1cc(C(=O)O)nc(-c2cccc([N+](=O)[O-])c2)c1, Nc1nnn[nH]1, O=S(Cl)Cl. Product: Cc1cc(C(=O)Nc2nnn[nH]2)nc(-c2cccc([N+](=O)[O-])c2)c1. Reaction SMILES: [CH3:1][c:2]1[cH:3][c:4]([C:17](=[O:18])[OH:19])[n:5][c:6](-[c:8]2[cH:9][c:10]([N+:14](=[O:15])[O-:16])[cH:11][cH:12][cH:13]2)[cH:7]1.[NH2:20][c:21]1[n:22][n:23][n:24][nH:25]1.[S:26]([Cl:27])([Cl:28])=[O:29]>>[CH3:1][c:2]1[cH:3][c:4]([C:17](=[O:19])[NH:20][c:21]2[nH:22][n:23][n:24][n:25]2)[n:5][c:6](-[c:8]2[cH:9][c:10]([N+:14](=[O:15])[O-:16])[cH:11][cH:12][cH:13]2)[cH:7]1. Starting materials: ClC1=NC2=CC(=C(C=C2C(=N1)N)Cl)OC (2,6-dichloro-4-amino-7-methoxyquinazoline), O1C(=CC=C1)C(=O)N1CCNCC1 (1-(2-furoyl)piperazine). The solvent is C(CC(C)C)O (isoamyl alcohol). Product: Cl.O1C(=CC=C1)C(=O)N1CCN(CC1)C1=NC2=CC(=C(C=C2C(=N1)N)Cl)OC (2-[4-(2-Furoyl)piperazine-1-yl]-4-amino-6-chloro-7-methoxyquinazoline hydrochloride). Yield: 79.0%. Reaction SMILES: [Cl:1][C:2]1[N:11]=[C:10]([NH2:12])[C:9]2[C:4](=[CH:5][C:6]([O:14][CH3:15])=[C:7]([Cl:13])[CH:8]=2)[N:3]=1.[O:16]1[CH:20]=[CH:19][CH:18]=[C:17]1[C:21]([N:23]1[CH2:28][CH2:27][NH:26][CH2:25][CH2:24]1)=[O:22]>C(O)CC(C)C>[ClH:1].[O:16]1[CH:20]=[CH:19][CH:18]=[C:17]1[C:21]([N:23]1[CH2:24][CH2:25][N:26]([C:2]2[N:11]=[C:10]([NH2:12])[C:9]3[C:4](=[CH:5][C:6]([O:14][CH3:15])=[C:7]([Cl:13])[CH:8]=3)[N:3]=2)[CH2:27][CH2:28]1)=[O:22] |f:3.4|. Reported procedure: The title compound was prepared similarly by refluxing 2,6-dichloro-4-amino-7-methoxyquinazoline and 1-(2-furoyl)piperazine in isoamyl alcohol, M.P. 229°-31° C., 79% yield. The reactants are C(C)(=O)O (acetic acid), [N+](=O)([O-])C1=C(C=C(C(=C1)C)SC1=CC(=CC=C1)OC(F)F)C (2-nitro-5-(3-difluoromethoxyphenylthio)-p-xylene). The reagents and catalysts are [Fe] (Fe). The solvent is O (H2O), C(C)O (ethanol). Run at temperature 60 celsius. Yields the product FC(OC=1C=C(C=CC1)SC=1C=C(C(N)=CC1C)C)F (4-(3-difluoromethoxyphenylthio)-2,5-xylidine). As a reaction SMILES: C(O)(=O)C.[N+:5]([C:8]1[CH:13]=[C:12]([CH3:14])[C:11]([S:15][C:16]2[CH:21]=[CH:20][CH:19]=[C:18]([O:22][CH:23]([F:25])[F:24])[CH:17]=2)=[CH:10][C:9]=1[CH3:26])([O-])=O>O.C(O)C.[Fe]>[F:25][CH:23]([F:24])[O:22][C:18]1[CH:17]=[C:16]([S:15][C:11]2[CH:10]=[C:9]([CH3:26])[C:8](=[CH:13][C:12]=2[CH3:14])[NH2:5])[CH:21]=[CH:20][CH:19]=1. Procedure: 7.7 ml of glacial acetic acid (0.135 moles) are added to a solution of 30 g of 2-nitro-5-(3-difluoromethoxyphenylthio)-p-xylene (0.092 moles) in H2O (40 ml) and ethanol (400 ml); 34.7 g of Fe in powder form (0.621 moles) are carefully added to the reaction mixture kept under stirring at 60° C. The temperature is brought to 90° C. and the mixture is kept under stirring for 1.5 hours. When the reaction is completed (GC and TLC analyses), the mixture is cooled to room temperature; the solid is filt... Starting materials: C(C)(=O)NC1=CSC=C1C(=O)OC (Methyl 3-acetamidothiophene-4-carboxylate). Solvent: [OH-].[K+] (potassium hydroxide). The product is C(C)(=O)NC1=CSC=C1C(=O)O (3-acetamidothiophene-4-carboxylic acid). The yield is 93.1%. Reaction SMILES: [C:1]([NH:4][C:5]1[C:9]([C:10]([O:12]C)=[O:11])=[CH:8][S:7][CH:6]=1)(=[O:3])[CH3:2]>[OH-].[K+]>[C:1]([NH:4][C:5]1[C:9]([C:10]([OH:12])=[O:11])=[CH:8][S:7][CH:6]=1)(=[O:3])[CH3:2] |f:1.2|. Procedure: Methyl 3-acetamidothiophene-4-carboxylate (10.0 g, 50.25 mmol) was added to a 5% methanolic potassium hydroxide solution (100 mL). The mixture was refluxed 2 hours, cooled, and concentrated. The residue was dissolved in water and the acidity was adjusted to pH 1 by addition of 1 N hydrochloric acid (HCl). The precipitate was collected, washed with water, and air dried to afford 8.66 g (93%) of 3-acetamidothiophene-4-carboxylic acid. Reaction SMILES: [C:1]([c:2]1[cH:3][cH:4][cH:5][cH:6][cH:7]1)(=[O:8])[c:9]1[cH:10][c:11]2[c:12]([n:13]([CH2:17][CH2:18][O:19][c:20]3[cH:21][cH:22][c:23]([CH2:26][CH:27]([C:28](=[O:29])[O:30][CH3:31])[NH:32][C:33](=[O:34])[O:35][c:36]4[cH:37][cH:38][cH:39][cH:40][cH:41]4)[cH:24][cH:25]3)[c:14](=[O:16])[s:15]2)[cH:42][cH:43]1.[CH3:44][O:45][NH2:46]>>[C:1]([c:2]1[cH:3][cH:4][cH:5][cH:6][cH:7]1)([c:9]1[cH:10][c:11]2[c:12]([n:13]([CH2:17][CH2:18][O:19][c:20]3[cH:21][cH:22][c:23]([CH2:26][CH:27]([C:28](=[O:29])[O:30][CH3:31])[NH:32][C:33](=[O:34])[O:35][c:36]4[cH:37][cH:38][cH:39][cH:40][cH:41]4)[cH:24][cH:25]3)[c:14](=[O:16])[s:15]2)[cH:42][cH:43]1)=[N:46][O:45][CH3:44]. The reactants are COC(=O)C(Cc1ccc(OCCn2c(=O)sc3cc(C(=O)c4ccccc4)ccc32)cc1)NC(=O)Oc1ccccc1, CON. Product: CON=C(c1ccccc1)c1ccc2c(c1)sc(=O)n2CCOc1ccc(CC(NC(=O)Oc2ccccc2)C(=O)OC)cc1. The reactants are CCCc1c(OCCCOc2cc(O)c(-c3ccc(F)cc3)cc2CC)cccc1Oc1ccccc1C(=O)OC, [Na]. Product: [Na], CCCc1c(OCCCOc2cc(O)c(-c3ccc(F)cc3)cc2CC)cccc1Oc1ccccc1C(=O)O. As a reaction SMILES: [CH3:1][O:2][C:3]([c:4]1[c:5]([O:10][c:11]2[c:12]([CH2:38][CH2:39][CH3:40])[c:13]([O:17][CH2:18][CH2:19][CH2:20][O:21][c:22]3[c:23]([CH2:36][CH3:37])[cH:24][c:25](-[c:29]4[cH:30][cH:31][c:32]([F:35])[cH:33][cH:34]4)[c:26]([OH:28])[cH:27]3)[cH:14][cH:15][cH:16]2)[cH:6][cH:7][cH:8][cH:9]1)=[O:41].[Na:42]>>[Na:42].[O:2]=[C:3]([c:4]1[c:5]([O:10][c:11]2[c:12]([CH2:38][CH2:39][CH3:40])[c:13]([O:17][CH2:18][CH2:19][CH2:20][O:21][c:22]3[c:23]([CH2:36][CH3:37])[cH:24][c:25](-[c:29]4[cH:30][cH:31][c:32]([F:35])[cH:33][cH:34]4)[c:26]([OH:28])[cH:27]3)[cH:14][cH:15][cH:16]2)[cH:6][cH:7][cH:8][cH:9]1)[OH:41].